Dataset: the Open Reaction Database (ORD), a public repository of structured organic reaction records. Task: describe an organic reaction: reactants, conditions, products, and yield Product: CCOC(=O)c1cc2c(Oc3cc(F)cc(F)c3[N+](=O)[O-])cccc2[nH]1. Starting materials: O=C([O-])[O-], CCOC(=O)c1cc2c(O)cccc2[nH]1, CN(C)C=O, O=[N+]([O-])c1c(F)cc(F)cc1F, [K+], [K+]. RXN SMILES: [C:28](=[O:29])([O-:30])[O-:31].[CH2:1]([CH3:2])[O:3][C:4](=[O:5])[c:6]1[nH:7][c:8]2[cH:9][cH:10][cH:11][c:12]([OH:15])[c:13]2[cH:14]1.[CH3:34][N:35]([CH3:36])[CH:37]=[O:38].[F:16][c:17]1[c:18]([N+:25](=[O:26])[O-:27])[c:19]([F:24])[cH:20][c:21]([F:23])[cH:22]1.[K+:32].[K+:33]>>[CH2:1]([CH3:2])[O:3][C:4](=[O:5])[c:6]1[nH:7][c:8]2[cH:9][cH:10][cH:11][c:12]([O:15][c:17]3[c:18]([N+:25](=[O:26])[O-:27])[c:19]([F:24])[cH:20][c:21]([F:23])[cH:22]3)[c:13]2[cH:14]1. The reactants are C(C)O (Ethanol), C(C1=CC=CC=C1)OC1=CC=C(C=C1)C1=C(C2=C(C=CC=3N2C1=CC3)CO)CC (2-(4-Benzyloxyphenyl)-1-ethyl-7-hydroxymethylpyrrolo[2,1,5-cd]indolizine), Cl.ClCCN1CCCC1 (1-(2-Chloroethyl)pyrrolidine hydrochloride), [H-].[Na+] (Sodium hydride). Run in O (water), C(C)OCC (diethyl ether), [Cl-].[Na+].O (brine), CS(=O)C (dimethylsulfoxide). The product is C(C1=CC=CC=C1)OC1=CC=C(C=C1)C1=C(C2=C(C=CC=3N2C1=CC3)COCCN3CCCC3)CC (2-(4-benzyloxyphenyl)-1-ethyl-7-((2-pyrrolidinoethoxy)methyl)pyrrolo[2,1,5-cd]indolizine). Yield: 101.3%. RXN SMILES: [CH2:1]([O:8][C:9]1[CH:14]=[CH:13][C:12]([C:15]2[C:23]3=[CH:24][CH:25]=[C:21]4[N:22]3[C:17](=[C:18]([CH2:26][OH:27])[CH:19]=[CH:20]4)[C:16]=2[CH2:28][CH3:29])=[CH:11][CH:10]=1)[C:2]1[CH:7]=[CH:6][CH:5]=[CH:4][CH:3]=1.[H-].[Na+].Cl.Cl[CH2:34][CH2:35][N:36]1[CH2:40][CH2:39][CH2:38][CH2:37]1.C(O)C>CS(C)=O.O.C(OCC)C.[Cl-].[Na+].O>[CH2:1]([O:8][C:9]1[CH:10]=[CH:11][C:12]([C:15]2[C:23]3=[CH:24][CH:25]=[C:21]4[N:22]3[C:17](=[C:18]([CH2:26][O:27][CH2:34][CH2:35][N:36]3[CH2:40][CH2:39][CH2:38][CH2:37]3)[CH:19]=[CH:20]4)[C:16]=2[CH2:28][CH3:29])=[CH:13][CH:14]=1)[C:2]1[CH:3]=[CH:4][CH:5]=[CH:6][CH:7]=1 |f:1.2,3.4,9.10.11|. Procedure details: 2-(4-Benzyloxyphenyl)-1-ethyl-7-hydroxymethylpyrrolo[2,1,5-cd]indolizine (0.5 g, 1.3 mmol) was dissolved in 20 ml of dry dimethylsulfoxide under a nitrogen atmosphere. Sodium hydride (100%) (136 mg, 5.7 mmol) was added in portions and stirring was continued for ten minutes. 1-(2-Chloroethyl)pyrrolidine hydrochloride (0.33 g, 1.94 mmol) was added, and the solution was stirred for 4 hours. Ethanol (2 ml) was added dropwise, and the reaction mixture was diluted with 50 ml of water, 50 ml of diethyl... Procedure: A mixture of 0.5 g of 4-(4-methoxy-3-methyl-phenyl)-thiazol-2-ylamine hydrobromide with 0.5 g of p-toluenesulfonyl chloride was stirred overnight with 2 ml of pyridine. The resulting, red colored solution was poured into 50 ml of 1N hydrochloric acid and the solid which thereby separated was filtered off and dissolved in a hot mixture of 20 ml of ethanol and 50 ml of water. 0.06 g of N-[4-(4-methoxy-3-methyl-phenyl)-thiazol-2-yl]-4-methyl-benzenesulfonamide separated as beige crystals upon cooli... Run in N1=CC=CC=C1 (pyridine). The reactants are Br.COC1=C(C=C(C=C1)C=1N=C(SC1)N)C (4-(4-methoxy-3-methyl-phenyl)-thiazol-2-ylamine hydrobromide), C1(=CC=C(C=C1)S(=O)(=O)Cl)C (p-toluenesulfonyl chloride), Cl (hydrochloric acid). RXN SMILES: Br.[CH3:2][O:3][C:4]1[CH:9]=[CH:8][C:7]([C:10]2[N:11]=[C:12]([NH2:15])[S:13][CH:14]=2)=[CH:6][C:5]=1[CH3:16].[C:17]1([CH3:27])[CH:22]=[CH:21][C:20]([S:23](Cl)(=[O:25])=[O:24])=[CH:19][CH:18]=1.Cl>N1C=CC=CC=1>[CH3:2][O:3][C:4]1[CH:9]=[CH:8][C:7]([C:10]2[N:11]=[C:12]([NH:15][S:23]([C:20]3[CH:21]=[CH:22][C:17]([CH3:27])=[CH:18][CH:19]=3)(=[O:25])=[O:24])[S:13][CH:14]=2)=[CH:6][C:5]=1[CH3:16] |f:0.1|. The product is COC1=C(C=C(C=C1)C=1N=C(SC1)NS(=O)(=O)C1=CC=C(C=C1)C)C (N-[4-(4-Methoxy-3-methyl-phenyl)-thiazol-2-yl]-4-methyl-benzenesulfonamide). Reactants: O1CC1CC (epoxybutane), NCCCP(O)O (3-aminopropylphosphonous acid), O1CC1CC (1,2-epoxybutane). Reagents/catalysts: [I-].[Zn+2].[I-] (zinc iodide). Run in Cl (hydrochloric acid), C[Si](N[Si](C)(C)C)(C)C (hexamethyldisilazane). Conditions: time 6 hour. Yields the product NCCCP(O)(=O)CC(CC)O (3-aminopropyl(-2-hydroxybutyl)phosphinic acid). RXN SMILES: [NH2:1][CH2:2][CH2:3][CH2:4][P:5]([OH:7])[OH:6].[O:8]1[CH:10]([CH2:11][CH3:12])[CH2:9]1>C[Si](C)(C)N[Si](C)(C)C.Cl.[I-].[Zn+2].[I-]>[NH2:1][CH2:2][CH2:3][CH2:4][P:5]([CH2:9][CH:10]([OH:8])[CH2:11][CH3:12])(=[O:7])[OH:6] |f:4.5.6|. Procedure: A suspension of 2.46 g of 3-aminopropylphosphonous acid in 20 ml of hexamethyldisilazane is heated to reflux under an inert gas for 24 hours after which a clear solution results. The excess hexamethyldisilazane is removed by distillation at atmospheric pressure under a slight positive pressure of inert gas to afford a colourless oil. The oil is cooled to circa 40° and treated with 0.64 g of anhydrous zinc iodide and 25 ml of 1,2-epoxybutane. An exothermic reaction occurs and the epoxybutane refl... The reactants are CC1(C)OCC(CONC(=O)c2cc(F)c3cncn3c2Nc2ccc(I)cc2F)O1, CO, Cl, C1COCCO1. Yields the product O=C(NOCC(O)CO)c1cc(F)c2cncn2c1Nc1ccc(I)cc1F. Reaction SMILES: [CH3:1][C:2]1([CH3:31])[O:3][CH2:4][CH:5]([CH2:7][O:8][NH:9][C:10](=[O:11])[c:12]2[cH:13][c:14]([F:30])[c:15]3[n:16]([c:17]2[NH:18][c:19]2[c:20]([F:26])[cH:21][c:22]([I:25])[cH:23][cH:24]2)[cH:27][n:28][cH:29]3)[O:6]1.[CH3:39][OH:40].[ClH:32].[O:33]1[CH2:34][CH2:35][O:36][CH2:37][CH2:38]1>>[OH:3][CH2:4][CH:5]([OH:6])[CH2:7][O:8][NH:9][C:10](=[O:11])[c:12]1[cH:13][c:14]([F:30])[c:15]2[n:16]([c:17]1[NH:18][c:19]1[c:20]([F:26])[cH:21][c:22]([I:25])[cH:23][cH:24]1)[cH:27][n:28][cH:29]2. Starting materials: [N+](=O)([O-])C1=CC=C(C=C1)C=CC1=CC=CC=C1 (4-nitrostilbene), stainless steel, [H][H] (hydrogen). The solvent is C(C)O (ethanol), C(C)O (ethanol). Reaction conditions: temperature 120 celsius, time 10 minute. Product: NC1=CC=C(C=C1)\C=C\C1=CC=CC=C1 (4-amino-trans-stilbene). Yield: 91.1%. RXN SMILES: [N+:1]([C:4]1[CH:9]=[CH:8][C:7]([CH:10]=[CH:11][C:12]2[CH:17]=[CH:16][CH:15]=[CH:14][CH:13]=2)=[CH:6][CH:5]=1)([O-])=O.[H][H]>C(O)C>[NH2:1][C:4]1[CH:5]=[CH:6][C:7](/[CH:10]=[CH:11]/[C:12]2[CH:13]=[CH:14][CH:15]=[CH:16][CH:17]=2)=[CH:8][CH:9]=1. Reported procedure: 38 g of 4-nitrostilbene are hydrogenated in 120 g of ethanol with 6 g of a CoSx paste prepared according to Example 1, which was digested with ethanol and contains approx. 30% of CoSx, in a stainless steel stirred autoclave at 115° C under 80 bars of H2. The calculated amount of hydrogen for the reduction of the nitro group has been take up within 1 hour. The mixture is stirred for a further 10 minutes at 120° C and 80 bars of H2. The reduction mixture is filtered and the resulting solution give... Reactants: C1(CC1)S(=O)(=O)N1CCC2(CCNC2=O)CC1 (8-(cyclopropylsulfonyl)-2,8-diazaspiro[4.5]decan-1-one), C1(CC1)S(=O)(=O)N1CCC2(CCN(C2=O)C2=CC=C(C=C2)C(C(F)(F)F)O)CC1 (8-(Cyclopropylsulfonyl)-2-(4-(2,2,2-trifluoro-1-hydroxyethyl)phenyl)-2,8-diazaspiro[4.5]decan-1-one), FC(C(C)(O)C1=CC=C(C=C1)I)(F)F (1,1,1-trifluoro-2-(4-iodo-phenyl)-propan-2-ol). Product: C1(CC1)S(=O)(=O)N1CCC2(CCN(C2=O)C2=CC=C(C=C2)C(C(F)(F)F)(C)O)CC1 (8-(Cyclopropylsulfonyl)-2-(4-(1,1,1-trifluoro-2-hydroxypropan-2-yl)phenyl)-2,8-diazaspiro[4.5]decan-1-one). RXN SMILES: [CH:1]1([S:4]([N:7]2[CH2:17][CH2:16][C:10]3([C:14](=[O:15])[NH:13][CH2:12][CH2:11]3)[CH2:9][CH2:8]2)(=[O:6])=[O:5])[CH2:3][CH2:2]1.C1(S(N2CCC3(C(=O)N(C4C=CC(C(O)C(F)(F)F)=CC=4)CC3)CC2)(=O)=O)CC1.[F:47][C:48]([F:60])([F:59])[C:49]([C:52]1[CH:57]=[CH:56][C:55](I)=[CH:54][CH:53]=1)([OH:51])[CH3:50]>>[CH:1]1([S:4]([N:7]2[CH2:17][CH2:16][C:10]3([C:14](=[O:15])[N:13]([C:55]4[CH:56]=[CH:57][C:52]([C:49]([OH:51])([CH3:50])[C:48]([F:59])([F:60])[F:47])=[CH:53][CH:54]=4)[CH2:12][CH2:11]3)[CH2:9][CH2:8]2)(=[O:5])=[O:6])[CH2:3][CH2:2]1. Procedure: This material was prepared In analogy to example 162 step B) from 8-(cyclopropylsulfonyl)-2,8-diazaspiro[4.5]decan-1-one, product of example 170 A) and 1,1,1-trifluoro-2-(4-iodo-phenyl)-propan-2-ol). Pink crystalline solid. MS (ESI): 447.15 (MH+).